Dataset: the Open Reaction Database (ORD), a public repository of structured organic reaction records. Task: describe an organic reaction: reactants, conditions, products, and yield Reactants: solid, Cl.O1COC2=C1C=CC=C2C2CCN(CC2)CC[C@@H]2CC[C@H](CC2)N (Trans-4-[2-(4-Benzo[1,3]dioxol-4-yl-piperidin-1-yl)-ethyl]-cyclohexylamine hydrochloride), Cl.O1COC2=C1C=CC=C2C2CCN(CC2)CC[C@@H]2CC[C@H](CC2)N (Trans-4-[2-(4-Benzo[1,3]dioxol-4-yl-piperidin-1-yl)-ethyl]-cyclohexylamine hydrochloride), FC(C1(CC1)C(=O)O)(F)F (1-(trifluoromethyl)cyclopropanecarboxylic acid). Product: O1COC2=C1C=CC=C2C2CCN(CC2)CC[C@@H]2CC[C@H](CC2)NC(=O)C2(CC2)C(F)(F)F (Trifluoromethyl-cyclopropanecarboxylic acid-trans-N-{4-[2-(4-benzo[1,3]dioxol-4-yl-piperidin-1-yl)-ethyl]-cyclohexyl}-amide). As a reaction SMILES: Cl.[O:2]1[C:6]2[CH:7]=[CH:8][CH:9]=[C:10]([CH:11]3[CH2:16][CH2:15][N:14]([CH2:17][CH2:18][C@H:19]4[CH2:24][CH2:23][C@H:22]([NH2:25])[CH2:21][CH2:20]4)[CH2:13][CH2:12]3)[C:5]=2[O:4][CH2:3]1.[F:26][C:27]([F:35])([F:34])[C:28]1([C:31](O)=[O:32])[CH2:30][CH2:29]1>>[O:2]1[C:6]2[CH:7]=[CH:8][CH:9]=[C:10]([CH:11]3[CH2:16][CH2:15][N:14]([CH2:17][CH2:18][C@H:19]4[CH2:20][CH2:21][C@H:22]([NH:25][C:31]([C:28]5([C:27]([F:35])([F:34])[F:26])[CH2:30][CH2:29]5)=[O:32])[CH2:23][CH2:24]4)[CH2:13][CH2:12]3)[C:5]=2[O:4][CH2:3]1 |f:0.1|. Reported procedure: The title compound, white solid (10 mg, 31.5%), MS (ISP) m/z=467.2 [(M+H)+], was prepared in accordance with the general method of example 1 from Trans-4-[2-(4-Benzo[1,3]dioxol-4-yl-piperidin-1-yl)-ethyl]-cyclohexylamine hydrochloride (intermediate A) (25 mg, 0.0681 mmol) and 1-(trifluoromethyl)cyclopropanecarboxylic acid. Starting materials: Cl, [I-], [K+], O=N[O-], CCc1cc(C#N)ccc1N, [Na+], O. The product is CCc1cc(C#N)ccc1I. Reaction SMILES: [ClH:12].[I-:18].[K+:17].[N:13]([O-:14])=[O:15].[NH2:1][c:2]1[c:3]([CH2:10][CH3:11])[cH:4][c:5]([C:6]#[N:7])[cH:8][cH:9]1.[Na+:16].[OH2:19]>>[c:2]1([I:18])[c:3]([CH2:10][CH3:11])[cH:4][c:5]([C:6]#[N:7])[cH:8][cH:9]1. The reactants are ClC(Cl)Cl, Cc1cc2c(cc1C(=O)N1CCc3cc(Cl)ccc31)[nH]c(=O)c1nnc(C(O)C3CC3)n12, ClCCl, [Na+], [Na+], O=S([O-])([O-])=S. Yields the product Cc1cc2c(cc1C(=O)N1CCc3cc(Cl)ccc31)[nH]c(=O)c1nnc(C(=O)C3CC3)n12. RXN SMILES: [CH:43]([Cl:44])([Cl:45])[Cl:46].[Cl:1][c:2]1[cH:3][c:4]2[c:8]([cH:9][cH:10]1)[N:7]([C:11](=[O:12])[c:13]1[cH:14][c:15]3[nH:16][c:17](=[O:32])[c:18]4[n:19]([c:20]3[cH:21][c:22]1[CH3:23])[c:24]([CH:27]([OH:28])[CH:29]1[CH2:30][CH2:31]1)[n:25][n:26]4)[CH2:6][CH2:5]2.[Cl:33][CH2:34][Cl:35].[Na+:41].[Na+:42].[S:36]([O-:37])([O-:38])(=[O:39])=[S:40]>>[Cl:1][c:2]1[cH:3][c:4]2[c:8]([cH:9][cH:10]1)[N:7]([C:11](=[O:12])[c:13]1[cH:14][c:15]3[nH:16][c:17](=[O:32])[c:18]4[n:19]([c:20]3[cH:21][c:22]1[CH3:23])[c:24]([C:27](=[O:28])[CH:29]1[CH2:30][CH2:31]1)[n:25][n:26]4)[CH2:6][CH2:5]2. Reactants: CCOC(=O)c1cc2c(nc1C)C(=Cc1ccccc1)CCC2, CCOC(C)=O, [H][H]. Yields the product CCOC(=O)c1cc2c(nc1C)C(Cc1ccccc1)CCC2. Reaction SMILES: [CH2:1]([CH3:2])[O:3][C:4](=[O:5])[c:6]1[c:7]([CH3:23])[n:8][c:9]2[c:14]([cH:15]1)[CH2:13][CH2:12][CH2:11][C:10]2=[CH:16][c:17]1[cH:18][cH:19][cH:20][cH:21][cH:22]1.[CH3:26][CH2:27][O:28][C:29](=[O:30])[CH3:31].[H:24][H:25]>>[CH2:1]([CH3:2])[O:3][C:4](=[O:5])[c:6]1[c:7]([CH3:23])[n:8][c:9]2[c:14]([cH:15]1)[CH2:13][CH2:12][CH2:11][CH:10]2[CH2:16][c:17]1[cH:18][cH:19][cH:20][cH:21][cH:22]1. Reactants: OCC1=CC2=CC=CC=C2C=C1C (2-hydroxymethyl-3-methylnaphthalene), P(Br)(Br)Br (phosphorus tribromide). Run in CCOCC (Et2O). Run at temperature 0 celsius, time 1.25 hour. Yields the product BrCC1=CC2=CC=CC=C2C=C1C (2-Bromomethyl-3-methylnaphthalene). Isolated yield 86.8%. Reaction SMILES: O[CH2:2][C:3]1[C:12]([CH3:13])=[CH:11][C:10]2[C:5](=[CH:6][CH:7]=[CH:8][CH:9]=2)[CH:4]=1.P(Br)(Br)[Br:15]>CCOCC>[Br:15][CH2:2][C:3]1[C:12]([CH3:13])=[CH:11][C:10]2[C:5](=[CH:6][CH:7]=[CH:8][CH:9]=2)[CH:4]=1. Procedure: To a stirred solution of 2-hydroxymethyl-3-methylnaphthalene (2.47 g, 14.4 mmol) in dry Et2O (50 mL) cooled to 0° C. was added phosphorus tribromide (4.88 g, 18 mmol) dropwise over 20 minutes. The resulting heterogeneous mixture was stirred at 0° C. for 1.25 hours and then quenched with H2O (50 mL). The reaction mixture was diluted further with H2O (50 mL) and extracted with Et1O (2×150 mL). The combined organic layers were washed with H2O (1×100 mL), dried (MgSO4) and concentrated in vacuo. The...